This data is from the Open Reaction Database (ORD), a public repository of structured organic reaction records. The task is: describe an organic reaction: reactants, conditions, products, and yield The reactants are CN1[C@@H](CCC1=O)C=2C=CC=NC2 (cotinine), ON1C(CCC1=O)=O (N-hydroxysuccinimide), C(C)N=C=NCCCN(C)C (1-ethyl-3-(dimethylaminopropyl) carbodiimide). Product: CN1C(CC(C1=O)O)C2=CN=CC=C2 (Hydroxycotinine). As a reaction SMILES: [CH3:1][N:2]1[C:6](=[O:7])[CH2:5][CH2:4][C@H:3]1[C:8]1[CH:9]=[CH:10][CH:11]=[N:12][CH:13]=1.[OH:14]N1C(=O)CCC1=O.C(N=C=NCCCN(C)C)C>>[CH3:1][N:2]1[C:6](=[O:7])[CH:5]([OH:14])[CH2:4][CH:3]1[C:8]1[CH:9]=[CH:10][CH:11]=[N:12][CH:13]=1. Procedure: Hydroxycotinine hemisuccinate succinic ester was prepared by adding to 1 ml of cotinine hemisuccinate 14 mg of N-hydroxysuccinimide (Sigma) and 23 mg of 1-ethyl-3-(dimethylaminopropyl) carbodiimide (Sigma) and incubating at room temperature for 3 ]]ours. Starting materials: O=C1SC(C(N1)=O)CC=1C=CC2=C(N=C(O2)C(C2=CC=CC=C2)=O)C1 (5-[(2,4-dioxothiazolidin-5-yl)methyl]-2-(benzoyl)benzoxazole), [BH4-].[Na+] (sodium borohydride), O (water). The solvent is CO (methanol), O1CCCC1 (tetrahydrofuran). Run at time 5 minute. The product is O=C1SC(C(N1)=O)CC=1C=CC2=C(N=C(O2)C(C2=CC=CC=C2)O)C1 (5-[(2,4-dioxothiazolidin-5-yl)methyl]-2-(α-hydroxybenzyl)benzoxazole). Isolated yield 49.0%. RXN SMILES: [O:1]=[C:2]1[NH:6][C:5](=[O:7])[CH:4]([CH2:8][C:9]2[CH:10]=[CH:11][C:12]3[O:16][C:15]([C:17](=[O:24])[C:18]4[CH:23]=[CH:22][CH:21]=[CH:20][CH:19]=4)=[N:14][C:13]=3[CH:25]=2)[S:3]1.[BH4-].[Na+].O>CO.O1CCCC1>[O:1]=[C:2]1[NH:6][C:5](=[O:7])[CH:4]([CH2:8][C:9]2[CH:10]=[CH:11][C:12]3[O:16][C:15]([CH:17]([OH:24])[C:18]4[CH:23]=[CH:22][CH:21]=[CH:20][CH:19]=4)=[N:14][C:13]=3[CH:25]=2)[S:3]1 |f:1.2|. Procedure: 1.3 g of 5-[(2,4-dioxothiazolidin-5-yl)methyl]-2-(benzoyl)benzoxazole are dissolved in a mixture of 30 ml of methanol and 6 ml of tetrahydrofuran, and 0.14 g of sodium borohydride is added thereto. After the mixture is stirred at room temerature for 5 minutes, water is added thereto. The solution is extracted with ethyl acetate, and the extract is evaporated to remove the solvent. The residue is crystallized with ether, whereby 0.64 g of 5-[(2,4-dioxothiazolidin-5-yl)methyl]-2-(α-hydroxybenzyl)b... Reactants: NC1=NNC2=CC=CC(=C12)O (3-amino-4-hydroxyindazole), Cl (hydrogen chloride), C(C)OCC (diethyl ether). The solvent is C(C)O (ethyl alcohol). Yields the product Cl.NC1=NNC2=CC=CC(=C12)O (3-amino-4-hydroxyindazole hydrochloride). RXN SMILES: [NH2:1][C:2]1[C:10]2[C:5](=[CH:6][CH:7]=[CH:8][C:9]=2[OH:11])[NH:4][N:3]=1.[ClH:12].C(OCC)C>C(O)C>[ClH:12].[NH2:1][C:2]1[C:10]2[C:5](=[CH:6][CH:7]=[CH:8][C:9]=2[OH:11])[NH:4][N:3]=1 |f:4.5|. Reported procedure: In 50 ml of absolute ethyl alcohol was dissolved 3.5 g of the 3-amino-4-hydroxyindazole, and into the solution was introduced dried hydrogen chloride gas under cooling with ice. Then to the solution was added anhydrous diethyl ether to separate crystals. The crystals were obtained by filtration and dried to give 3-amino-4-hydroxyindazole hydrochloride having the following analytical value. Starting materials: BrN1C(CCC1=O)=O (N-bromosuccinimide), ClC1=C(C(=NC=2N1N=CC2)C)CCCl (7-Chloro-6-(2-chloroethyl)-5-methylpyrazolo[1.5-a]-pyrimidine). Run in C(Cl)(Cl)Cl (chloroform). Reaction conditions: time 30 minute. Yields the product BrC=1C=NN2C1N=C(C(=C2Cl)CCCl)C (3-Bromo-7-chloro-6-(2-chloroethyl)-5-methylpyrazolo[1,5-a]-pyrimidine). Isolated yield 98.0%. RXN SMILES: [Br:1]N1C(=O)CCC1=O.[Cl:9][C:10]1[N:15]2[N:16]=[CH:17][CH:18]=[C:14]2[N:13]=[C:12]([CH3:19])[C:11]=1[CH2:20][CH2:21][Cl:22]>C(Cl)(Cl)Cl>[Br:1][C:18]1[CH:17]=[N:16][N:15]2[C:10]([Cl:9])=[C:11]([CH2:20][CH2:21][Cl:22])[C:12]([CH3:19])=[N:13][C:14]=12. Reported procedure: 2.35 g (13.2 mmoles) of N-bromosuccinimide was added to a solution of 2.53 g (11 mmoles) of 7-chloro-6-(2-chloroethyl)-5-methylpyrazolo[1,5-a]pyrimidine (prepared as described in Example 3) dissolved in 20 ml of chloroform, and the mixture was heated under reflux, with stirring, for 30 minutes. At the end of this time, the reaction mixture was washed with a 2N aqueous solution of potassium hydroxide and then with water, after which it was dried over anhydrous sodium sulfate and then concentrated... Starting materials: ClC=1C(=CC(=C(C=O)C1)[C@@H]1O[C@@H]([C@H]([C@@H]([C@H]1OCC1=CC=CC=C1)OCC1=CC=CC=C1)OCC1=CC=CC=C1)COCC1=CC=CC=C1)CC1=CC=C(C=C1)CC (5-chloro-4-(4-ethylbenzyl)-2-((2S,3S,4R,5R,6R)-3,4,5-tris(benzyloxy)-6-(benzyloxymethyl)tetrahydro-2H-pyran-2-yl)benzaldehyde), OO (hydrogen peroxide), Cl(=O)(=O)(=O)[O-].[Na+] (sodium perchlorate). Run in CC(C)(C)O.O (t-BuOH water). Reaction conditions: time 8 hour. Yields the product ClC=1C(=CC(=C(C(=O)O)C1)[C@@H]1O[C@@H]([C@H]([C@@H]([C@H]1OCC1=CC=CC=C1)OCC1=CC=CC=C1)OCC1=CC=CC=C1)COCC1=CC=CC=C1)CC1=CC=C(C=C1)CC (5-chloro-4-(4-ethylbenzyl)-2-((2S,3S,4R,5R,6R)-3,4,5-tris(benzyloxy)-6-(benzyloxymethyl)tetrahydro-2H-pyran-2-yl)benzoic acid). Isolated yield 91.4%. RXN SMILES: [Cl:1][C:2]1[C:3]([CH2:49][C:50]2[CH:55]=[CH:54][C:53]([CH2:56][CH3:57])=[CH:52][CH:51]=2)=[CH:4][C:5]([C@H:10]2[C@H:15]([O:16][CH2:17][C:18]3[CH:23]=[CH:22][CH:21]=[CH:20][CH:19]=3)[C@@H:14]([O:24][CH2:25][C:26]3[CH:31]=[CH:30][CH:29]=[CH:28][CH:27]=3)[C@H:13]([O:32][CH2:33][C:34]3[CH:39]=[CH:38][CH:37]=[CH:36][CH:35]=3)[C@@H:12]([CH2:40][O:41][CH2:42][C:43]3[CH:48]=[CH:47][CH:46]=[CH:45][CH:44]=3)[O:11]2)=[C:6]([CH:9]=1)[CH:7]=[O:8].OO.Cl([O-])(=O)(=O)=[O:61].[Na+]>CC(O)(C)C.O>[Cl:1][C:2]1[C:3]([CH2:49][C:50]2[CH:51]=[CH:52][C:53]([CH2:56][CH3:57])=[CH:54][CH:55]=2)=[CH:4][C:5]([C@H:10]2[C@H:15]([O:16][CH2:17][C:18]3[CH:19]=[CH:20][CH:21]=[CH:22][CH:23]=3)[C@@H:14]([O:24][CH2:25][C:26]3[CH:31]=[CH:30][CH:29]=[CH:28][CH:27]=3)[C@H:13]([O:32][CH2:33][C:34]3[CH:39]=[CH:38][CH:37]=[CH:36][CH:35]=3)[C@@H:12]([CH2:40][O:41][CH2:42][C:43]3[CH:44]=[CH:45][CH:46]=[CH:47][CH:48]=3)[O:11]2)=[C:6]([CH:9]=1)[C:7]([OH:61])=[O:8] |f:2.3,4.5|. Procedure: To a solution of 5-chloro-4-(4-ethylbenzyl)-2-((2S,3S,4R,5R,6R)-3,4,5-tris(benzyloxy)-6-(benzyloxymethyl)tetrahydro-2H-pyran-2-yl)benzaldehyde (0.826 g, 1.1 mmol) in t-BuOH/water (3:1, 17 mL) was added hydrogen peroxide (30%, 5.29 mL, 46.7 mmol) and sodium perchlorate (0.14 g, 1.1 mmol), and the solution was stirred overnight at RT. The volatiles were removed under reduced pressure, and the residue was quenched with water. The aqueous phase was extracted with ethyl acetate, and the organic phase... Reactants: CC1=NN(C2=NC=CC=C21)C(=O)OC(C)(C)C (tert-butyl 3-methyl-1H-pyrazolo[3,4-b]pyridine-1-carboxylate), C1CC(=O)N(C1=O)Br (NBS), CC(C)(C#N)N=NC(C)(C)C#N (AIBN). The solvent is C(Cl)(Cl)(Cl)Cl (CCl4). Product: BrCC1=NNC2=NC=CC=C21 (3-(Bromomethyl)-1H-pyrazolo[3,4-b]pyridine). RXN SMILES: [CH3:1][C:2]1[C:10]2[C:5](=[N:6][CH:7]=[CH:8][CH:9]=2)[N:4](C(OC(C)(C)C)=O)[N:3]=1.C1C(=O)N([Br:25])C(=O)C1.CC(N=NC(C#N)(C)C)(C#N)C>C(Cl)(Cl)(Cl)Cl>[Br:25][CH2:1][C:2]1[C:10]2[C:5](=[N:6][CH:7]=[CH:8][CH:9]=2)[NH:4][N:3]=1. Reported procedure: To a solution of tert-butyl 3-methyl-1H-pyrazolo[3,4-b]pyridine-1-carboxylate (B-4) (699 mg, 3 mmol) in CCl4 (15 mL) were added NBS (641 mg, 3.6 mmol) and AIBN (70 mg, 0.3 mmol). The reaction mixture was stirred under reflux overnight and then filtered. The filtrate was washed with saturated aqueous Na2CO3 (15 mL). The organic layer was dried over Na2SO4 and concentrated to afford the crude product. The crude product was used for next step without further purification. MS (m/z): 212 (M+1)+. Starting materials: BrC1C(OC2=C(C1O)C=C(C=C2)C(C(F)(F)F)(F)F)(C)C (3-bromo-3,4-dihydro-2,2-dimethyl-6-pentafluoroethyl-2H-1-benzopyran-4-ol), [OH-].[K+] (potassium hydroxide). Run in C(C)OCC (diethyl ether). Conditions: time 54 hour. The product is CC1(OC2=C(C3C1O3)C=C(C=C2)C(C(F)(F)F)(F)F)C (3,4-dihydro-2,2-dimethyl-3,4-epoxy-6-pentafluoroethyl-2H-1-benzopyran). Isolated yield 95.9%. Reaction SMILES: Br[CH:2]1[CH:7]([OH:8])[C:6]2[CH:9]=[C:10]([C:13]([F:19])([F:18])[C:14]([F:17])([F:16])[F:15])[CH:11]=[CH:12][C:5]=2[O:4][C:3]1([CH3:21])[CH3:20].[OH-].[K+]>C(OCC)C>[CH3:20][C:3]1([CH3:21])[CH:2]2[O:8][CH:7]2[C:6]2[CH:9]=[C:10]([C:13]([F:19])([F:18])[C:14]([F:17])([F:16])[F:15])[CH:11]=[CH:12][C:5]=2[O:4]1 |f:1.2|. Reported procedure: To 1.5 l of diethyl ether was added 12.63 g (33.67 mmol) of 3-bromo-3,4-dihydro-2,2-dimethyl-6-pentafluoroethyl-2H-1-benzopyran-4-ol synthesized according to the process of JP-B-2-237985, and 30.2 g of potassium hydroxide was added thereto, followed by stirring at room temperature for 54 hours. The insoluble material was removed by filtration, and the solvent was removed by distillation under reduced pressure to yield 9.5 g (96.2%) of 3,4-dihydro-2,2-dimethyl-3,4-epoxy-6-pentafluoroethyl-2H-1-be... Reactants: O.NN (hydrazine hydrate), [N+](=O)([O-])C=1C=C(OC2=CC=CC3=C(C=CC=C23)OC2=CC(=C(C=C2)[N+](=O)[O-])[N+](=O)[O-])C=CC1[N+](=O)[O-] (1,5-bis(3,4-dinitrophenoxy)naphthalene). The reagents and catalysts are [Pd] (palladium on charcoal). The solvent is C(C)O (ethanol), C(C)O (ethanol). Yields the product NC=1C=C(OC2=CC=CC3=C(C=CC=C23)OC2=CC(=C(C=C2)N)N)C=CC1N (1,5-bis(3,4-diaminophenoxy)naphthalene). Isolated yield 99.0%. RXN SMILES: [N+:1]([C:4]1[CH:5]=[C:6]([CH:31]=[CH:32][C:33]=1[N+:34]([O-])=O)[O:7][C:8]1[C:17]2[C:12](=[C:13]([O:18][C:19]3[CH:24]=[CH:23][C:22]([N+:25]([O-])=O)=[C:21]([N+:28]([O-])=O)[CH:20]=3)[CH:14]=[CH:15][CH:16]=2)[CH:11]=[CH:10][CH:9]=1)([O-])=O.O.NN>[Pd].C(O)C>[NH2:28][C:21]1[CH:20]=[C:19]([CH:24]=[CH:23][C:22]=1[NH2:25])[O:18][C:13]1[C:12]2[C:17](=[C:8]([O:7][C:6]3[CH:31]=[CH:32][C:33]([NH2:34])=[C:4]([NH2:1])[CH:5]=3)[CH:9]=[CH:10][CH:11]=2)[CH:16]=[CH:15][CH:14]=1 |f:1.2|. Procedure details: A stirred mixture of 1,5-bis(3,4-dinitrophenoxy)naphthalene (6 g, 0.0122 mole) and 10 percent palladium on charcoal (0.6 g) in absolute ethanol (300 ml) was heated to reflux under nitrogen. A solution of hydrazine hydrate (8 ml) in ethanol (30 ml) was added dropwise over a period of 40 minutes. The reaction mixture was heated at reflux for 6 hours, chilled in an ice bath, and suction filtered through Celite filter aid into one liter of stirred, cold, concentrated hydrochloric acid. The resulting...